describe an organic reaction: reactants, conditions, products, and yield From a dataset of the Open Reaction Database (ORD), a public repository of structured organic reaction records. Reactants: O (water), C1(=CC=CC=C1)P(CCCCP(C1=CC=CC=C1)C1=CC=CC=C1)C1=CC=CC=C1 (1,4-bis-(diphenylphosphino)-butane), ClC1=NC=CC=C1N(C(=O)N)C1CCN(CC1)C(=O)OCC1=CC=CC=C1 (benzyl 4-[1-(2-chloro-pyridin-3-yl)-ureido]-piperidine-1-carboxylate), C(O)([O-])=O.[Na+] (sodium hydrogen carbonate). Reagents/catalysts: C(C)(=O)[O-].[Pd+2].C(C)(=O)[O-] (palladium acetate). Solvent: C(C)(C)(CC)O (tert-amylalcohol). Run at temperature 35 celsius. The product is O=C1N(C=2C(=NC=CC2)N1)C1CCN(CC1)C(=O)OCC1=CC=CC=C1 (benzyl 4-(2-oxo-2,3-dihydro-imidazo[4,5-b]pyridin-1-yl)-piperidine-1-carboxylate). RXN SMILES: Cl[C:2]1[C:7]([N:8]([CH:12]2[CH2:17][CH2:16][N:15]([C:18]([O:20][CH2:21][C:22]3[CH:27]=[CH:26][CH:25]=[CH:24][CH:23]=3)=[O:19])[CH2:14][CH2:13]2)[C:9]([NH2:11])=[O:10])=[CH:6][CH:5]=[CH:4][N:3]=1.C(=O)([O-])O.[Na+].C1(P(C2C=CC=CC=2)CCCCP(C2C=CC=CC=2)C2C=CC=CC=2)C=CC=CC=1.O>C(O)(CC)(C)C.C([O-])(=O)C.[Pd+2].C([O-])(=O)C>[O:10]=[C:9]1[NH:11][C:2]2=[N:3][CH:4]=[CH:5][CH:6]=[C:7]2[N:8]1[CH:12]1[CH2:17][CH2:16][N:15]([C:18]([O:20][CH2:21][C:22]2[CH:27]=[CH:26][CH:25]=[CH:24][CH:23]=2)=[O:19])[CH2:14][CH2:13]1 |f:1.2,6.7.8|. Reported procedure: 1108 g (2.85 mol) benzyl 4-[1-(2-chloro-pyridin-3-yl)-ureido]-piperidine-1-carboxylate were refluxed with 720 g (8.57 mol) sodium hydrogen carbonate in 14.5 L tert-amylalcohol. 3 L solvent were distilled off. The reaction mixture was cooled to 35° C. and combined with 11 mL water. Then 13 g (0.058 mol) palladium acetate and 49 g (0.115 mol) 1,4-bis-(diphenylphosphino)-butane (DPPB) were added and the mixture was heated to reflux temperature. It was stirred at 100° C. until the reaction was compl... The reactants are BrCC1CCCCO1, BrCc1ccc2nonc2c1, O=C1Nc2ccccc2C12COc1cc3c(cc12)OCCO3, O=C1Nc2ccccc2C12COc1cc3c(cc12)CCO3. Product: O=C1N(Cc2ccc3nonc3c2)c2ccccc2C12COc1cc3c(cc12)OCCO3. Reaction SMILES: [Br:12][CH2:13][CH:14]1[CH2:15][CH2:16][CH2:17][CH2:18][O:19]1.[Br:1][CH2:2][c:3]1[cH:4][c:5]2[c:6]([n:7][o:8][n:9]2)[cH:10][cH:11]1.[NH:20]1[C:21](=[O:41])[C:22]2([CH2:23][O:24][c:25]3[cH:26][c:27]4[c:28]([cH:33][c:34]32)[O:29][CH2:30][CH2:31][O:32]4)[c:35]2[cH:36][cH:37][cH:38][cH:39][c:40]21.[NH:42]1[c:43]2[c:44]([cH:45][cH:46][cH:47][cH:48]2)[C:49]2([CH2:50][O:51][c:52]3[cH:53][c:54]4[c:55]([cH:56][c:57]32)[CH2:58][CH2:59][O:60]4)[C:61]1=[O:62]>>[CH2:2]([c:3]1[cH:4][c:5]2[c:6]([n:7][o:8][n:9]2)[cH:10][cH:11]1)[N:20]1[C:21](=[O:41])[C:22]2([CH2:23][O:24][c:25]3[cH:26][c:27]4[c:28]([cH:33][c:34]32)[O:29][CH2:30][CH2:31][O:32]4)[c:35]2[cH:36][cH:37][cH:38][cH:39][c:40]21. Reactants: COC(=O)C(C)NC(=O)c1cccc2c1NC1CCCC21, C1CCOC1, [Li+], [OH-]. Yields the product CC(NC(=O)c1cccc2c1NC1CCCC21)C(=O)O. RXN SMILES: [CH2:1]1[CH2:2][CH2:3][CH:4]2[NH:5][c:6]3[c:7]([C:13](=[O:14])[NH:15][CH:16]([C:17](=[O:18])[O:19][CH3:20])[CH3:21])[cH:8][cH:9][cH:10][c:11]3[CH:12]12.[CH2:24]1[O:25][CH2:26][CH2:27][CH2:28]1.[Li+:22].[OH-:23]>>[CH2:1]1[CH2:2][CH2:3][CH:4]2[NH:5][c:6]3[c:7]([C:13](=[O:14])[NH:15][CH:16]([C:17](=[O:18])[OH:19])[CH3:21])[cH:8][cH:9][cH:10][c:11]3[CH:12]12.